The task is: describe an organic reaction: reactants, conditions, products, and yield. This data is from the Open Reaction Database (ORD), a public repository of structured organic reaction records. The reactants are O1CCN(CC1)C1=CC=C(C=C1)B(O)O (4-morpholinophenylboronic acid), BrC1=CC=C(C=C1)NC(=O)[C@H]1CN2CCC1CC2 ((3R)-N-(4-bromophenyl)-1-azabicyclo[2.2.2]octane-3-carboxamide), [OH-].[Na+] (sodium hydroxide). The reagents and catalysts are C1=CC=C(C=C1)P([C-]2C=CC=C2)C3=CC=CC=C3.C1=CC=C(C=C1)P([C-]2C=CC=C2)C3=CC=CC=C3.Cl[Pd]Cl.[Fe+2] (1,1′-bis(diphenylphosphino)ferrocenepalladium(II) chloride). Solvent: CN(C)C=O (DMF). The product is N1(CCOCC1)C1=CC=C(C=C1)C1=CC=C(C=C1)NC(=O)[C@H]1CN2CCC1CC2 ((3R)-N-[4′-(4-Morpholinyl)-1,1′-biphenyl-4-yl]-1-azabicyclo[2.2.2]octane-3-carboxamide). Reaction SMILES: [O:1]1[CH2:6][CH2:5][N:4]([C:7]2[CH:12]=[CH:11][C:10](B(O)O)=[CH:9][CH:8]=2)[CH2:3][CH2:2]1.Br[C:17]1[CH:22]=[CH:21][C:20]([NH:23][C:24]([C@@H:26]2[CH:31]3[CH2:32][CH2:33][N:28]([CH2:29][CH2:30]3)[CH2:27]2)=[O:25])=[CH:19][CH:18]=1.[OH-].[Na+]>C1C=CC(P(C2C=CC=CC=2)[C-]2C=CC=C2)=CC=1.C1C=CC(P(C2C=CC=CC=2)[C-]2C=CC=C2)=CC=1.Cl[Pd]Cl.[Fe+2].CN(C=O)C>[N:4]1([C:7]2[CH:12]=[CH:11][C:10]([C:17]3[CH:22]=[CH:21][C:20]([NH:23][C:24]([C@@H:26]4[CH:31]5[CH2:32][CH2:33][N:28]([CH2:29][CH2:30]5)[CH2:27]4)=[O:25])=[CH:19][CH:18]=3)=[CH:9][CH:8]=2)[CH2:5][CH2:6][O:1][CH2:2][CH2:3]1 |f:2.3,4.5.6.7|. Procedure details: A mixture of 120 mg (0.58 mmol) of 4-morpholinophenylboronic acid, 120 mg (0.39 mmol) of (3R)-N-(4-bromophenyl)-1-azabicyclo[2.2.2]octane-3-carboxamide, 1.16 ml (1.16 mmol) of 1N sodium hydroxide solution, 30 mg (0.04 mmol) of 1,1′-bis(diphenylphosphino)ferrocenepalladium(II) chloride and 1 ml of DMF is heated at 80–85° C. for 40 h. The solvent is removed under reduced pressure. The crude product is purified by chromatography on silica gel 60 (mobile phase: dichloromethane→dichloromethane/methan... Starting materials: CC1=CC=C(C=C1)C(=O)SCC(C(=O)Cl)C (3-[[(4-methylphenyl)-carbonyl]thio]-2-methylpropanoyl chloride), C(C)(=O)SCC(C(=O)N1C(=CCC1)C(=O)O)C ((±)-1-[3-(Acetylthio)-2-methyl-1-oxopropyl]-4,5-dihydro-1H-pyrrole-2-carboxylic acid), C(C)(=O)SCC(C(=O)Cl)C (3-acetylthio-2-methylpropanoyl chloride), 1(b). Yields the product CC1=CC=C(C=C1)C(=O)SCC(C(=O)N1C(=CCC1)C(=O)O)C ((±)-4,5-dihydro-1-[3-[[(4-methylphenyl)carbonyl]thio]-2-methyl-1-oxopropyl]-1H-pyrrole-2-carboxylic acid). Reaction SMILES: [CH3:1][C:2]1[CH:7]=[CH:6][C:5]([C:8]([S:10][CH2:11][CH:12]([CH3:16])[C:13](Cl)=[O:14])=[O:9])=[CH:4][CH:3]=1.C(SCC(C)C(Cl)=O)(=O)C.C(SCC(C)C([N:35]1[CH2:39][CH2:38][CH:37]=[C:36]1[C:40]([OH:42])=[O:41])=O)(=O)C>>[CH3:1][C:2]1[CH:7]=[CH:6][C:5]([C:8]([S:10][CH2:11][CH:12]([CH3:16])[C:13]([N:35]2[CH2:39][CH2:38][CH:37]=[C:36]2[C:40]([OH:42])=[O:41])=[O:14])=[O:9])=[CH:4][CH:3]=1. Reported procedure: Following the procedure of Example 1 but substituting an equivalent amount of 3-[[(4-methylphenyl)-carbonyl]thio]-2-methylpropanoyl chloride for the 3-acetylthio-2-methylpropanoyl chloride in part 1(b) and subjecting the product to the procedure of Example 1 (c), one obtains (±)-4,5-dihydro-1-[3-[[(4-methylphenyl)carbonyl]thio]-2-methyl-1-oxopropyl]-1H-pyrrole-2-carboxylic acid. Reactants: C(C)(C)(C)OC(=O)N1C[C@H]([C@H](CC1)NC(=O)C=1NC(=C(C1Cl)Cl)C)CO (Cis(±)tert-butyl-4-{[(3,4-dichloro-5-methyl-1H-pyrrol-2-yl)carbonyl]amino}-3-(hydroxymethyl)piperidine-1-carboxylate), C(C)(C)(C)OC(=O)N1C[C@H]([C@H](CC1)NC(=O)C=1NC(=C(C1Cl)Cl)C)CO (Cis(±)tert-butyl-4-{[(3,4-dichloro-5-methyl-1H-pyrrol-2-yl)carbonyl]amino}-3-(hydroxymethyl)piperidine-1-carboxylate), S(=O)(=O)(C1=CC=C(C)C=C1)Cl (Tosylchloride). Run in CCOC(=O)C (EtOAc), N1=CC=CC=C1 (pyridine). Conditions: temperature 0 celsius, time 8 hour. Product: C(C)(C)(C)OC(=O)N1C[C@H]([C@H](CC1)NC(=O)C=1NC(=C(C1Cl)Cl)C)COS(=O)(=O)C1=CC=C(C=C1)C (Cis(±)tert-butyl-4-{[(3,4-dichloro-5-methyl-1H-pyrrol-2-yl)carbonyl]amino}-3-({[(4-methylphenyl)sulfonyl]oxy}methyl)piperidine-1-carboxylate). Isolated yield 78.4%. Reaction SMILES: [C:1]([O:5][C:6]([N:8]1[CH2:13][CH2:12][C@H:11]([NH:14][C:15]([C:17]2[NH:18][C:19]([CH3:24])=[C:20]([Cl:23])[C:21]=2[Cl:22])=[O:16])[C@H:10]([CH2:25][OH:26])[CH2:9]1)=[O:7])([CH3:4])([CH3:3])[CH3:2].[S:27](Cl)([C:30]1[CH:36]=[CH:35][C:33]([CH3:34])=[CH:32][CH:31]=1)(=[O:29])=[O:28]>N1C=CC=CC=1.CCOC(C)=O>[C:1]([O:5][C:6]([N:8]1[CH2:13][CH2:12][C@H:11]([NH:14][C:15]([C:17]2[NH:18][C:19]([CH3:24])=[C:20]([Cl:23])[C:21]=2[Cl:22])=[O:16])[C@H:10]([CH2:25][O:26][S:27]([C:30]2[CH:36]=[CH:35][C:33]([CH3:34])=[CH:32][CH:31]=2)(=[O:29])=[O:28])[CH2:9]1)=[O:7])([CH3:4])([CH3:3])[CH3:2]. Procedure details: Cis(±)tert-butyl-4-{[(3,4-dichloro-5-methyl-1H-pyrrol-2-yl)carbonyl]amino}-3-(hydroxymethyl)piperidine-1-carboxylate (Intermediate 71; 1.46 g) was dissolved in dry pyridine (20 ml) and cooled to 0° C. Tosylchloride (822 mg) was added in a single portion. The reaction was allowed to slowly warm to room temperature and stirred overnight. The mixture was diluted with EtOAc and washed with water, dried over Na2SO4, filtered and concentrated in vacuo. The foam was purified by flash column chromatogra... Starting materials: C1CCOC1, CNC(=O)c1cc(-c2ccc(OC)c(CN(C(=O)c3sc4c(F)ccc(F)c4c3Cl)C3CCC(N(C)C(=O)OC(C)(C)C)CC3)c2)ccn1, [H-], CI, [Na+], O. Product: COc1ccc(-c2ccnc(C(=O)N(C)C)c2)cc1CN(C(=O)c1sc2c(F)ccc(F)c2c1Cl)C1CCC(N(C)C(=O)OC(C)(C)C)CC1. RXN SMILES: [CH2:54]1[O:55][CH2:56][CH2:57][CH2:58]1.[Cl:1][c:2]1[c:3]2[c:4]([s:5][c:6]1[C:7](=[O:8])[N:9]([CH:10]1[CH2:11][CH2:12][CH:13]([N:16]([C:17]([O:18][C:19]([CH3:20])([CH3:21])[CH3:22])=[O:23])[CH3:24])[CH2:14][CH2:15]1)[CH2:25][c:26]1[c:27]([O:42][CH3:43])[cH:28][cH:29][c:30](-[c:32]3[cH:33][c:34]([C:38]([NH:39][CH3:40])=[O:41])[n:35][cH:36][cH:37]3)[cH:31]1)[c:44]([F:49])[cH:45][cH:46][c:47]2[F:48].[H-:50].[I:52][CH3:53].[Na+:51].[OH2:59]>>[Cl:1][c:2]1[c:3]2[c:4]([s:5][c:6]1[C:7](=[O:8])[N:9]([CH:10]1[CH2:11][CH2:12][CH:13]([N:16]([C:17]([O:18][C:19]([CH3:20])([CH3:21])[CH3:22])=[O:23])[CH3:24])[CH2:14][CH2:15]1)[CH2:25][c:26]1[c:27]([O:42][CH3:43])[cH:28][cH:29][c:30](-[c:32]3[cH:33][c:34]([C:38]([N:39]([CH3:40])[CH3:53])=[O:41])[n:35][cH:36][cH:37]3)[cH:31]1)[c:44]([F:49])[cH:45][cH:46][c:47]2[F:48]. Reactants: C(CC1=CC=CC=C1)N1C([C@H]2[C@@H](C1=O)CC=CC2)=O (cis-N-phenethyl-1,2,3,6-tetrahydrophthalimide). The reagents and catalysts are C1=CC=C(C=C1)P(C2=CC=CC=C2)C3=CC=CC=C3.C1=CC=C(C=C1)P(C2=CC=CC=C2)C3=CC=CC=C3.C1=CC=C(C=C1)P(C2=CC=CC=C2)C3=CC=CC=C3.[Cl-].[Rh] (chlorotris(triphenylphosphine)rhodium). Run in CC=1C=CC(=CC1)C (p-xylene). Product: C(CC1=CC=CC=C1)N1C([C@H]2[C@@H](C1=O)CCC=C2)=O (cis-N-phenethyl-1,2,3,4-tetrahydrophthalimide). Isolated yield 94.4%. Reaction SMILES: [CH2:1]([N:9]1[C:13](=[O:14])[C@H:12]2[CH2:15][CH:16]=[CH:17][CH2:18][C@H:11]2[C:10]1=[O:19])[CH2:2][C:3]1[CH:8]=[CH:7][CH:6]=[CH:5][CH:4]=1>C1C=CC(P(C2C=CC=CC=2)C2C=CC=CC=2)=CC=1.C1C=CC(P(C2C=CC=CC=2)C2C=CC=CC=2)=CC=1.C1C=CC(P(C2C=CC=CC=2)C2C=CC=CC=2)=CC=1.[Cl-].[Rh].CC1C=CC(C)=CC=1>[CH2:1]([N:9]1[C:13](=[O:14])[C@H:12]2[CH2:15][CH2:16][CH:17]=[CH:18][C@H:11]2[C:10]1=[O:19])[CH2:2][C:3]1[CH:4]=[CH:5][CH:6]=[CH:7][CH:8]=1 |f:1.2.3.4.5|. Reported procedure: A mixture of 5.0 g of cis-N-phenethyl-1,2,3,6-tetrahydrophthalimide (prepared by the method of Example 1), 0.5 g of chlorotris(triphenylphosphine)rhodium and 50 mL of p-xylene was heated under reflux for 48 hours. Removal of the solvent and short-path distillation of the residue (150° bath temperature, 0.001 mm) gave 4.72 g of cis-N-phenethyl-1,2,3,4-tetrahydrophthalimide containing 12% of unrearranged starting material. The reactants are C(CCCCCC=C)N1C(=O)N(C=2N=CN(C2C1=O)C)C (1-(7-octenyl)-3,7-dimethylxanthine), C[N+]1(CCOCC1)[O-] (4-methylmorpholine-N oxide), solution, O (water), S(=O)([O-])S(=O)[O-].[Na+].[Na+] (sodium hydrosulfite), O (water). Reagents/catalysts: C(C)(C)(C)O (t-butanol), [Os](=O)(=O)(=O)=O (osmium tetroxide). Solvent: CC(=O)C (acetone). Yields the product OC(CCCCCCN1C(=O)N(C=2N=CN(C2C1=O)C)C)CO (1-(7,8-dihydroxyoctyl)-3,7-dimethylxanthine). Isolated yield 63.0%. RXN SMILES: [CH2:1]([N:9]1[C:18](=[O:19])[C:17]2[N:16]([CH3:20])[CH:15]=[N:14][C:13]=2[N:12]([CH3:21])[C:10]1=[O:11])[CH2:2][CH2:3][CH2:4][CH2:5][CH2:6][CH:7]=[CH2:8].C[N+]1([O-])CC[O:26]CC1.[OH2:30].S(S([O-])=O)([O-])=O.[Na+].[Na+]>C(O)(C)(C)C.CC(C)=O.[Os](=O)(=O)(=O)=O>[OH:30][CH:7]([CH2:8][OH:26])[CH2:6][CH2:5][CH2:4][CH2:3][CH2:2][CH2:1][N:9]1[C:18](=[O:19])[C:17]2[N:16]([CH3:20])[CH:15]=[N:14][C:13]=2[N:12]([CH3:21])[C:10]1=[O:11] |f:3.4.5|. Procedure details: A solution of 1-(7-octenyl)-3,7-dimethylxanthine (1.00 g, 4.5 mmol), 4-methylmorpholine-N oxide (553 mg, 4.7 mmol), and a 2.5% solution of osmium tetroxide in t-butanol (3 drops) in acetone (25 mL) and water (20 mL) was stirred for 4 days. After addition of a saturated aqueous solution of sodium hydrosulfite (10 mL) and 30 minutes of continued stirring, the reaction mixture was added to water (50 mL) and extracted with 20% ethanol/dichloromethane (3×50 mL). Evaporation of the solvent under vacuu... Starting materials: CC(C)NC(C)C, ClCCl, O=C1CCC(=O)N1I, O=C(N1CCc2cccc(O)c2CC1)C(F)(F)F. The product is O=C(N1CCc2ccc(I)c(O)c2CC1)C(F)(F)F. As a reaction SMILES: [CH:19]([NH:20][CH:21]([CH3:22])[CH3:23])([CH3:24])[CH3:25].[Cl:34][CH2:35][Cl:36].[I:26][N:27]1[C:28](=[O:29])[CH2:30][CH2:31][C:32]1=[O:33].[OH:1][c:2]1[cH:3][cH:4][cH:5][c:6]2[c:12]1[CH2:11][CH2:10][N:9]([C:13]([C:14]([F:15])([F:16])[F:17])=[O:18])[CH2:8][CH2:7]2>>[OH:1][c:2]1[c:3]([I:26])[cH:4][cH:5][c:6]2[c:12]1[CH2:11][CH2:10][N:9]([C:13]([C:14]([F:15])([F:16])[F:17])=[O:18])[CH2:8][CH2:7]2. The reactants are N1=CC(=CC=C1)CNC(=O)C1(CCNCC1)CC1=CC=CC=C1 (4-benzyl-piperidine-4-carboxylic acid (pyridin-3-ylmethyl)-amide), Cl (hydrochloride), Cl (hydrochloride), C(C)(C)(C)OC(=O)N1CCC(CC1)(C(=O)O)CC1=CC=C(C=C1)Cl (4-(4-chloro-benzyl)-piperidine-1,4-dicarboxylic acid mono-tert-butyl ester), C(C1=CC=CC=C1)N (benzylamine). Yields the product C(C1=CC=CC=C1)NC(=O)C1(CCNCC1)CC1=CC=C(C=C1)Cl (4-(4-Chloro-benzyl)-piperidine-4-carboxylic acid benzylamide), N (NH3). Reaction SMILES: [N:1]1C=CC=C(CNC(C2(CC3C=CC=CC=3)CCNCC2)=O)C=1.Cl.C(OC([N:32]1[CH2:37][CH2:36][C:35]([CH2:41][C:42]2[CH:47]=[CH:46][C:45]([Cl:48])=[CH:44][CH:43]=2)([C:38]([OH:40])=O)[CH2:34][CH2:33]1)=O)(C)(C)C.[CH2:49]([NH2:56])[C:50]1[CH:55]=[CH:54][CH:53]=[CH:52][CH:51]=1>>[CH2:49]([NH:56][C:38]([C:35]1([CH2:41][C:42]2[CH:43]=[CH:44][C:45]([Cl:48])=[CH:46][CH:47]=2)[CH2:34][CH2:33][NH:32][CH2:37][CH2:36]1)=[O:40])[C:50]1[CH:55]=[CH:54][CH:53]=[CH:52][CH:51]=1.[NH3:1]. Procedure details: In analogy to the procedure described for the synthesis of 4-benzyl-piperidine-4-carboxylic acid (pyridin-3-ylmethyl)-amide; hydrochloride (intermediate 1) the title compound was prepared from 4-(4-chloro-benzyl)-piperidine-1,4-dicarboxylic acid mono-tert-butyl ester (commercially available) and benzylamine (commercially available) with subsequent cleavage of the protecting group under acidic conditions. The title compound was purified on silica eluting with a gradient formed from DCM and 2N NH3... The reactants are [Li]CCCC, C1CCOC1, OCc1ccccc1, COC(=O)Cc1ccncc1. Yields the product O=C(Cc1ccncc1)OCc1ccccc1. Reaction SMILES: [Li:20][CH2:21][CH2:22][CH2:23][CH3:24].[O:25]1[CH2:26][CH2:27][CH2:28][CH2:29]1.[OH:12][CH2:13][c:14]1[cH:15][cH:16][cH:17][cH:18][cH:19]1.[n:1]1[cH:2][cH:3][c:4]([CH2:7][C:8](=[O:9])[O:10][CH3:11])[cH:5][cH:6]1>>[n:1]1[cH:2][cH:3][c:4]([CH2:7][C:8](=[O:9])[O:10][CH2:11][c:14]2[cH:15][cH:16][cH:17][cH:18][cH:19]2)[cH:5][cH:6]1. Reactants: NC1C(N(CCCCCC1)CC(=O)C(C)(C)C)=O (3-amino-1-t-butylcarbonylmethyl- perhydroazonin-2-one), S(=O)(Cl)Cl.C(C)O (thionyl chloride ethanol), S(=O)(Cl)Cl.C(C1=CC=CC=C1)O (thionyl chloride benzyl alcohol). The product is NC1C(N(CCCCCC1)CC(=O)OCC)=O (3-amino-1-ethoxycarbonylmethylperhydroazonin-2-one), NC1C(N(CCCCCC1)CC(=O)OCC1=CC=CC=C1)=O (3-amino-1-benzyloxycarbonylmethylperhydroazonin-2-one). As a reaction SMILES: [NH2:1][CH:2]1[CH2:10][CH2:9][CH2:8][CH2:7][CH2:6][CH2:5][N:4]([CH2:11][C:12](C(C)(C)C)=[O:13])[C:3]1=[O:18].S(Cl)(Cl)=O.[CH2:23](O)[CH3:24].S(Cl)(Cl)=[O:27].[CH2:30]([OH:37])[C:31]1[CH:36]=[CH:35][CH:34]=[CH:33][CH:32]=1>>[NH2:1][CH:2]1[CH2:10][CH2:9][CH2:8][CH2:7][CH2:6][CH2:5][N:4]([CH2:11][C:12]([O:13][CH2:23][CH3:24])=[O:27])[C:3]1=[O:18].[NH2:1][CH:2]1[CH2:10][CH2:9][CH2:8][CH2:7][CH2:6][CH2:5][N:4]([CH2:11][C:12]([O:37][CH2:30][C:31]2[CH:36]=[CH:35][CH:34]=[CH:33][CH:32]=2)=[O:13])[C:3]1=[O:18] |f:1.2,3.4|. Procedure: Reaction of 3-amino-1-t-butylcarbonylmethyl- perhydroazonin-2-one (Example 1) with thionyl chloride-ethanol or thionyl chloride-benzyl alcohol followed by concentration and liberation of the free amino ester affords 3-amino-1-ethoxycarbonylmethylperhydroazonin-2-one and 3-amino-1-benzyloxycarbonylmethylperhydroazonin-2-one, respectively.